Dataset: the Open Reaction Database (ORD), a public repository of structured organic reaction records. Task: describe an organic reaction: reactants, conditions, products, and yield The reactants are ClC=1C=C(C=CC1)CC(=O)O (3-chlorophenylacetic acid), [H-].[Al+3].[Li+].[H-].[H-].[H-] (Lithium aluminium hydride), O (water), [H-].[Al+3].[Li+].[H-].[H-].[H-] (lithum aluminium hydride). The solvent is CCOCC (ether), CCOCC (ether). The product is ClC=1C=C(C=CC1)CCO (2-(3-chlorophenyl)ethanol). The yield is 99.7%. As a reaction SMILES: [H-].[Al+3].[Li+].[H-].[H-].[H-].[Cl:7][C:8]1[CH:9]=[C:10]([CH2:14][C:15](O)=[O:16])[CH:11]=[CH:12][CH:13]=1.O>CCOCC>[Cl:7][C:8]1[CH:9]=[C:10]([CH2:14][CH2:15][OH:16])[CH:11]=[CH:12][CH:13]=1 |f:0.1.2.3.4.5|. Procedure details: Lithium aluminium hydride (19 g,) was suspended in dry ether (300 ml) and 3-chlorophenylacetic acid (58 g,) in dry ether (600 ml) was added dropwise to the stirred suspension over 1 hr. The mixture was then heated at reflux for 2 hr. when tlc indicated completion of reaction. Excess lithum aluminium hydride was carefully decomposed with water (500 ml). The ether layer was separated off and 2M hydrochloric acid was used to break up the gelatinous aqueous layer which was then extracted with ether ... Starting materials: O=C(n1ccnc1)n1ccnc1, CN(C)c1ccncc1, ClCCl, CS(=O)(=O)Nc1ccc(-c2csc(N)n2)cc1, CN(C)C=O, CC(C)(C)OC(=O)N1CCC(CCNCCC(c2ccccc2)c2ccccc2)CC1. The product is CC(C)(C)OC(=O)N1CCC(CCN(CCC(c2ccccc2)c2ccccc2)C(=O)Nc2nc(-c3ccc(NS(C)(=O)=O)cc3)cs2)CC1. As a reaction SMILES: [C:1](=[O:2])([n:3]1[cH:4][cH:5][n:6][cH:7]1)[n:8]1[cH:9][cH:10][n:11][cH:12]1.[CH3:61][N:62]([c:63]1[cH:64][cH:65][n:66][cH:67][cH:68]1)[CH3:69].[Cl:70][CH2:71][Cl:72].[NH2:13][c:14]1[s:15][cH:16][c:17](-[c:19]2[cH:20][cH:21][c:22]([NH:25][S:26](=[O:27])(=[O:28])[CH3:29])[cH:23][cH:24]2)[n:18]1.[O:73]=[CH:74][N:75]([CH3:76])[CH3:77].[c:30]1([CH:36]([CH2:37][CH2:38][NH:39][CH2:40][CH2:41][CH:42]2[CH2:43][CH2:44][N:45]([C:48](=[O:49])[O:50][C:51]([CH3:52])([CH3:53])[CH3:54])[CH2:46][CH2:47]2)[c:55]2[cH:56][cH:57][cH:58][cH:59][cH:60]2)[cH:31][cH:32][cH:33][cH:34][cH:35]1>>[C:1](=[O:2])([NH:13][c:14]1[s:15][cH:16][c:17](-[c:19]2[cH:20][cH:21][c:22]([NH:25][S:26](=[O:27])(=[O:28])[CH3:29])[cH:23][cH:24]2)[n:18]1)[N:39]([CH2:38][CH2:37][CH:36]([c:30]1[cH:31][cH:32][cH:33][cH:34][cH:35]1)[c:55]1[cH:56][cH:57][cH:58][cH:59][cH:60]1)[CH2:40][CH2:41][CH:42]1[CH2:43][CH2:44][N:45]([C:48](=[O:49])[O:50][C:51]([CH3:52])([CH3:53])[CH3:54])[CH2:46][CH2:47]1. Starting materials: BrC1=CC=C(C2=NN(N=C21)C2=CC=NC=C2)Br (4,7-dibromo-2-(pyridin-4-yl)-2H-benzo[d][1,2,3]triazole), BrC1=CC=C(C2=NN(N=C21)C2=CC=C(C=C2)[N+](=O)[O-])Br (4,7-dibromo-2-(4-nitrophenyl)-2H-benzo[d][1,2,3]triazole), BrC1=CC=C(C2=NN(N=C21)C2=CC=C(C=C2)[N+](=O)[O-])Br (4,7-dibromo-2-(4-nitrophenyl)-2H-benzo[d][1,2,3]triazole). Yields the product [N+](=O)([O-])C1=CC=C(C=C1)N1N=C2C(=N1)C=CC=C2 (2-(4-nitrophenyl)-2H-benzo[d][1,2,3]triazole). Isolated yield 16.0%. As a reaction SMILES: BrC1C2C(=NN(C3C=CN=CC=3)N=2)C(Br)=CC=1.Br[C:19]1[C:27]2[C:23](=[N:24][N:25]([C:28]3[CH:33]=[CH:32][C:31]([N+:34]([O-:36])=[O:35])=[CH:30][CH:29]=3)[N:26]=2)[C:22](Br)=[CH:21][CH:20]=1>>[N+:34]([C:31]1[CH:32]=[CH:33][C:28]([N:25]2[N:26]=[C:27]3[CH:19]=[CH:20][CH:21]=[CH:22][C:23]3=[N:24]2)=[CH:29][CH:30]=1)([O-:36])=[O:35]. Procedure: A similar two-step procedure as that of Intermediate A was applied to give 2-(4-nitrophenyl)-2H-benzo[d][1,2,3]triazole (16% yield) in the first step and 4,7-dibromo-2-(4-nitrophenyl)-2H-benzo[d][1,2,3]triazole (Intermediate C, 75%) in the second step. 1H NMR (400 MHz, CDCl3): δ 8.65 (m, 2H, 4-nitrophenyl), 8.44 (m, 2H, 4-nitrophenyl), 7.54 (s, 2H, benzotriazole). The reactants are CC(=O)[O-], O=[N+]([O-])c1ccc(F)cc1, Nc1ncnc2c(I)n[nH]c12, COc1cc(-n2nc(I)c3ncnc(N)c32)ccc1[N+](=O)[O-], [NH4+]. Product: Nc1ncnc2c(I)nn(-c3ccc([N+](=O)[O-])cc3)c12. RXN SMILES: [CH3:45][C:46](=[O:47])[O-:48].[F:12][c:13]1[cH:14][cH:15][c:16]([N+:17]([O-:18])=[O:19])[cH:20][cH:21]1.[I:1][c:2]1[c:3]2[n:4][cH:5][n:6][c:7]([NH2:8])[c:9]2[nH:10][n:11]1.[I:22][c:23]1[n:24][n:25](-[c:33]2[cH:34][c:35]([O:42][CH3:43])[c:36]([N+:39](=[O:40])[O-:41])[cH:37][cH:38]2)[c:26]2[c:27]1[n:28][cH:29][n:30][c:31]2[NH2:32].[NH4+:44]>>[I:22][c:23]1[n:24][n:25](-[c:33]2[cH:34][cH:35][c:36]([N+:39](=[O:40])[O-:41])[cH:37][cH:38]2)[c:26]2[c:27]1[n:28][cH:29][n:30][c:31]2[NH2:32]. Starting materials: FC1=CC=C(C=C1)N1N=CC2=CC(=CC=C12)O[C@@H]([C@H](C)N)CC1=CC=CC=C1 ((2S,3R)-3-[1-(4-fluorophenyl)indazol-5-yl]oxy-4-phenyl-butan-2-amine), C(C)(=O)OCC(=O)Cl (acetoxyacetyl chloride). Yields the product FC1=CC=C(C=C1)N1N=CC2=CC(=CC=C12)O[C@@H]([C@H](C)NC(CO)=O)CC1=CC=CC=C1 (N-[(2S,3R)-3-[1-(4-Fluorophenyl)indazol-5-yl]oxy-4-phenyl-butan-2-yl]-2-hydroxy-acetamide). As a reaction SMILES: [F:1][C:2]1[CH:7]=[CH:6][C:5]([N:8]2[C:16]3[C:11](=[CH:12][C:13]([O:17][C@H:18]([CH2:22][C:23]4[CH:28]=[CH:27][CH:26]=[CH:25][CH:24]=4)[C@@H:19]([NH2:21])[CH3:20])=[CH:14][CH:15]=3)[CH:10]=[N:9]2)=[CH:4][CH:3]=1.C([O:32][CH2:33][C:34](Cl)=[O:35])(=O)C>>[F:1][C:2]1[CH:3]=[CH:4][C:5]([N:8]2[C:16]3[C:11](=[CH:12][C:13]([O:17][C@H:18]([CH2:22][C:23]4[CH:24]=[CH:25][CH:26]=[CH:27][CH:28]=4)[C@@H:19]([NH:21][C:33](=[O:32])[CH2:34][OH:35])[CH3:20])=[CH:14][CH:15]=3)[CH:10]=[N:9]2)=[CH:6][CH:7]=1. Procedure details: Prepared as described in Example 64 using (2S,3R)-3-[1-(4-fluorophenyl)indazol-5-yl]oxy-4-phenyl-butan-2-amine (60 mg, 0.16 mmol) and acetoxyacetyl chloride (0.069 mL, 0.64 mmol). Yield 60 mg (87%). The solvent is C(C)O (ethanol). Reaction SMILES: [CH:1]([C:4]1[C:13]2[CH:12]=[CH:11][CH:10]=[C:9]([CH2:14][C:15]([O:17]CC)=O)[C:8]=2[CH:7]=[CH:6][N:5]=1)([CH3:3])[CH3:2].[CH3:20][NH2:21]>C(O)C>[CH3:20][NH:21][C:15](=[O:17])[CH2:14][C:9]1[C:8]2[CH:7]=[CH:6][N:5]=[C:4]([CH:1]([CH3:3])[CH3:2])[C:13]=2[CH:12]=[CH:11][CH:10]=1. Yields the product CNC(CC=1C=2C=CN=C(C2C=CC1)C(C)C)=O (1-isopropylisoquinoline-5-acetic acid methylamide). Reported procedure: Ethyl 1-isopropylisoquinoline-5-acetate (0.4 g) was dissolved in 20 ml of ethanol, and 5 ml of a 40% aqueous solution of monomethylamine was added. The mixture was stirred under heat for 12 hours. After the reaction, the solvent was distilled off. The residue was extracted with benzene, washed in water, and dried. The solvent was distilled off under reduced pressure. Recrystallization from benzenecyclohexane afforded 0.15 g of 1-isopropylisoquinoline-5-acetic acid methylamide as colorless needle... Starting materials: aqueous solution, CN (monomethylamine), C(C)(C)C1=NC=CC=2C(=CC=CC12)CC(=O)OCC (Ethyl 1-isopropylisoquinoline-5-acetate). Yields the product ClC1=C(C(=O)NC2=CC=C3C(=N2)C(=CN3)C3CCN(CC3)C)C=CC(=C1)Cl (5-(N-[2,4-dichlorobenzoyl]amino)-3-(1-methylpiperidin-4-yl)pyrrolo[3,2-b]pyridine). Isolated yield 72.6%. The reactants are NC1=CC=C2C(=N1)C(=CN2)C2CCN(CC2)C (5-amino-3-(1-methylpiperidin-4-yl)pyrrolo[3,2-b]pyridine), ClC1=C(C(=O)Cl)C=CC(=C1)Cl (2,4-dichlorobenzoyl chloride). Reaction SMILES: [NH2:1][C:2]1[N:7]=[C:6]2[C:8]([CH:11]3[CH2:16][CH2:15][N:14]([CH3:17])[CH2:13][CH2:12]3)=[CH:9][NH:10][C:5]2=[CH:4][CH:3]=1.[Cl:18][C:19]1[CH:27]=[C:26]([Cl:28])[CH:25]=[CH:24][C:20]=1[C:21](Cl)=[O:22]>>[Cl:18][C:19]1[CH:27]=[C:26]([Cl:28])[CH:25]=[CH:24][C:20]=1[C:21]([NH:1][C:2]1[N:7]=[C:6]2[C:8]([CH:11]3[CH2:16][CH2:15][N:14]([CH3:17])[CH2:13][CH2:12]3)=[CH:9][NH:10][C:5]2=[CH:4][CH:3]=1)=[O:22]. Reported procedure: Beginning with 0.085 gm (0.369 mMol) 5-amino-3-(1-methylpiperidin-4-yl)pyrrolo[3,2-b]pyridine and 0.108 mL (0.776 mMol) 2,4-dichlorobenzoyl chloride, 0.108 gm (72.7%) of the title compound was recovered as an amorphous solid by the procedure described in Example 16.